Dataset: the Open Reaction Database (ORD), a public repository of structured organic reaction records. Task: describe an organic reaction: reactants, conditions, products, and yield Reactants: [H-].[Na+] (Sodium hydride), BrC=1C=C2C(=NC1)NN=C2I (5-Bromo-3-iodo-1H-pyrazolo[3,4-b]pyridine), ClCCC(C(=O)O)(C)C.ClCOC(C(C)(C)C)=O (2,2-dimethyl-propionic acid chloromethyl ester (chloromethyl pivalate)). Solvent: CN(C)C=O (DMF), CN(C)C=O (DMF). Reaction conditions: temperature 40 celsius, time 1 hour. Product: BrC=1C=C2C(=NC1)N(N=C2I)COC(C(C)(C)C)=O (2,2-dimethyl-propionic acid 5-bromo-3-iodo-pyrazolo[3,4-b]pyridin-1-ylmethyl ester). Yield: 92.0%. RXN SMILES: [Br:1][C:2]1[CH:3]=[C:4]2[C:10]([I:11])=[N:9][NH:8][C:5]2=[N:6][CH:7]=1.[H-].[Na+].ClCCC(C)(C)C(O)=O.Cl[CH2:24][O:25][C:26](=[O:31])[C:27]([CH3:30])([CH3:29])[CH3:28]>CN(C=O)C>[Br:1][C:2]1[CH:3]=[C:4]2[C:10]([I:11])=[N:9][N:8]([CH2:24][O:25][C:26](=[O:31])[C:27]([CH3:30])([CH3:29])[CH3:28])[C:5]2=[N:6][CH:7]=1 |f:1.2,3.4|. Procedure: 5-Bromo-3-iodo-1H-pyrazolo[3,4-b]pyridine (4 g, 12.4 mmol) in DMF (50 ml) under nitrogen was stirred at 40° C. for 10 minutes. Sodium hydride (0.9 g, 37 mmol) was added to the DMF solution and the resulting mixture was allowed to stir at 40° C. for 1 hour. Then 2,2-dimethyl-propionic acid chloromethyl ester (chloromethyl pivalate) was added dropwise to the mixture. The reaction was stirred for another 2 hours. The reaction was quenched with saturated NH4Cl (20 ml) and worked up with ethyl acetat... The reactants are C1CCNC1, CCN=C=NCCCN(C)C, CCN(C(C)C)C(C)C, O=C(NC(Cc1ccccc1)C(=O)O)c1cc2cc(Cl)ncc2[nH]1, CN(C)C=O, On1nnc2ccccc21. Yields the product O=C(NC(Cc1ccccc1)C(=O)N1CCCC1)c1cc2cc(Cl)ncc2[nH]1. Reaction SMILES: [CH2:25]1[CH2:26][CH2:27][NH:28][CH2:29]1.[CH3:49][CH2:50][N:51]=[C:52]=[N:53][CH2:54][CH2:55][CH2:56][N:57]([CH3:58])[CH3:59].[CH:40]([N:41]([CH2:42][CH3:43])[CH:44]([CH3:45])[CH3:46])([CH3:47])[CH3:48].[Cl:1][c:2]1[cH:3][c:4]2[c:5]([cH:6][n:7]1)[nH:8][c:9]([C:11](=[O:12])[NH:13][CH:14]([C:15](=[O:16])[OH:17])[CH2:18][c:19]1[cH:20][cH:21][cH:22][cH:23][cH:24]1)[cH:10]2.[O:60]=[CH:61][N:62]([CH3:63])[CH3:64].[OH:30][n:31]1[c:32]2[c:33]([cH:34][cH:35][cH:36][cH:37]2)[n:38][n:39]1>>[Cl:1][c:2]1[cH:3][c:4]2[c:5]([cH:6][n:7]1)[nH:8][c:9]([C:11](=[O:12])[NH:13][CH:14]([C:15](=[O:17])[N:28]1[CH2:27][CH2:26][CH2:25][CH2:29]1)[CH2:18][c:19]1[cH:20][cH:21][cH:22][cH:23][cH:24]1)[cH:10]2. The product is OCCCCC(=O)C=1C=C(C=CC1)C(=O)NCC1CCN(CC1)C(=O)OCC1=CC=CC=C1 (3-(5-Hydroxypentanoyl)-N-(N'-CBZ-4-piperidinylmethyl)benzenecarboxamide). Reactants: OCCCCC(=O)C=1C=C(C(=O)O)C=CC1 (3-(5-Hydroxypentanoyl)benzoic Acid), C(=O)(OCC1=CC=CC=C1)N1CCC(CC1)CN (N-(CBZ-4-piperidinyl)methyl amine), C=1C=CC2=C(C1)N=NN2O (HOBT), CN1CCOCC1 (NMM), MeOH(5). Procedure: A solution of 8-2 (0.44 g, 2 mmoles) in DMF (25 ml) was treated with N-(CBZ-4-piperidinyl)methyl amine (0.53 g, 2 mmoles) (8-3), HOBT (0.3 g, 2.2 mmoles) EDC (0.44 g, 2.3 mmoles) followed by NMM (0.4 g, 4 mmoles) and the resulting solution was stirred for 16 hours. The solvent was removed and the residue was taken up in H2O and extracted with EtOAc. The organic extract was washed with 10% KHSO4 solution, brine, saturated NaHCO3 solution, brine and dried (Na2SO4). Solvent removal gave a residue t... As a reaction SMILES: [OH:1][CH2:2][CH2:3][CH2:4][CH2:5][C:6]([C:8]1[CH:9]=[C:10]([CH:14]=[CH:15][CH:16]=1)[C:11]([OH:13])=O)=[O:7].[C:17]([N:27]1[CH2:32][CH2:31][CH:30]([CH2:33][NH2:34])[CH2:29][CH2:28]1)([O:19][CH2:20][C:21]1[CH:26]=[CH:25][CH:24]=[CH:23][CH:22]=1)=[O:18].C1C=CC2N(O)N=NC=2C=1.CN1CCOCC1>CN(C=O)C.C(Cl)(Cl)Cl>[OH:1][CH2:2][CH2:3][CH2:4][CH2:5][C:6]([C:8]1[CH:9]=[C:10]([C:11]([NH:34][CH2:33][CH:30]2[CH2:31][CH2:32][N:27]([C:17]([O:19][CH2:20][C:21]3[CH:22]=[CH:23][CH:24]=[CH:25][CH:26]=3)=[O:18])[CH2:28][CH2:29]2)=[O:13])[CH:14]=[CH:15][CH:16]=1)=[O:7]. The solvent is CN(C)C=O (DMF), C(Cl)(Cl)Cl (CHCl3). Reaction conditions: time 16 hour. Starting materials: CC1=C(C(CCC1)(C)C)/C=C/C(=C/C=C/C(=C/CO)/C)/C (Retinol), Br.C1(=CC=CC=C1)[PH+](C1=CC=CC=C1)C1=CC=CC=C1 (triphenylphosphonium hydrobromide). The solvent is C1(=CC=CC=C1)C (toluene). Reaction conditions: temperature 60 celsius, time 2 hour. Product: [Br-].C1(=CC=CC=C1)[PH+](C1=CC=CC=C1)C1=CC=CC=C1 (triphenyl phosphonium bromide). Reaction SMILES: CC1CCCC(C)(C)C=1/C=C/C(/C)=C/C=C/C(/C)=C/CO.[BrH:22].[C:23]1([PH+:29]([C:36]2[CH:41]=[CH:40][CH:39]=[CH:38][CH:37]=2)[C:30]2[CH:35]=[CH:34][CH:33]=[CH:32][CH:31]=2)[CH:28]=[CH:27][CH:26]=[CH:25][CH:24]=1>C1(C)C=CC=CC=1>[Br-:22].[C:36]1([PH+:29]([C:23]2[CH:24]=[CH:25][CH:26]=[CH:27][CH:28]=2)[C:30]2[CH:35]=[CH:34][CH:33]=[CH:32][CH:31]=2)[CH:37]=[CH:38][CH:39]=[CH:40][CH:41]=1 |f:1.2,4.5|. Procedure: Retinol (2 g, 7 mmol) is dissolved in 50 ml of toluene and 2.4 g (7 mmol) of triphenylphosphonium hydrobromide is added. The mixture is stirred for 18 hours at room temperature and 2 hours at 60° C., then cooled and the toluene separated. The viscous sediment is digested four times with 25 ml of dry toluene. The final sediment is dissolved in 100 ml of methylene chloride. The solution is evaporated under reduced pressure and dried in vacuo to give retinyl triphenyl phosphonium bromide. This subs... Starting materials: Cl (hydrochloric acid), C1=CC=CC=2CN(CC3=C(C21)C=CC=C3)C(OCC3=CC=CC=C3)=N (benzyl 5,7-dihydro-6H-dibenz[c,e]azepine-6-carboximidate), CCCCCC (n-hexane). The solvent is CO (methanol). Conditions: temperature 0 celsius. Yields the product Cl.C1=CC=CC=2CN(CC3=C(C21)C=CC=C3)C(OCC3=CC=CC=C3)=N (benzyl 5,7-dihydro-6H-dibenz[c,e]azepine-6-carboximidate hydrochloride). As a reaction SMILES: [CH:1]1[C:11]2[C:10]3[CH:12]=[CH:13][CH:14]=[CH:15][C:9]=3[CH2:8][N:7]([C:16](=[NH:25])[O:17][CH2:18][C:19]3[CH:24]=[CH:23][CH:22]=[CH:21][CH:20]=3)[CH2:6][C:5]=2[CH:4]=[CH:3][CH:2]=1.[ClH:26].CCCCCC>CO>[ClH:26].[CH:12]1[C:10]2[C:11]3[CH:1]=[CH:2][CH:3]=[CH:4][C:5]=3[CH2:6][N:7]([C:16](=[NH:25])[O:17][CH2:18][C:19]3[CH:20]=[CH:21][CH:22]=[CH:23][CH:24]=3)[CH2:8][C:9]=2[CH:15]=[CH:14][CH:13]=1 |f:4.5|. Reported procedure: 1.0 g of benzyl 5,7-dihydro-6H-dibenz[c,e]azepine-6-carboximidate is dissolved in 1 ml of methanol. The solution is cooled to 0° C. and treated with 0.6 ml of a 5N alcoholic hydrochloric acid solution. After stirring at 0°-5° C. for ten minutes, 10 ml of n-hexane are added, the precipitated product is removed by filtration under suction, and there is obtained benzyl 5,7-dihydro-6H-dibenz[c,e]azepine-6-carboximidate hydrochloride, m.p. 90°-92° C. Yields the product CCCN(C)c1cc2c(cc1C(F)(F)F)NC(=O)CC(c1cccc(-c3cncnc3)c1)=N2. As a reaction SMILES: [C:1]([O:2][C:3](=[O:4])[NH:7][c:8]1[c:9]([NH:23][C:24]([CH2:25][C:26](=[O:5])[c:27]2[cH:28][c:29](-[c:33]3[cH:34][n:35][cH:36][n:37][cH:38]3)[cH:30][cH:31][cH:32]2)=[O:40])[cH:10][c:11]([C:19]([F:20])([F:21])[F:22])[c:12]([N:14]([CH2:15][CH2:16][CH3:17])[CH3:18])[cH:13]1)([CH3:6])([CH3:39])[CH3:41].[Cl:49][CH2:50][Cl:51].[F:42][C:43]([F:44])([F:45])[C:46]([OH:47])=[O:48]>>[N:7]1=[C:26]([c:27]2[cH:28][c:29](-[c:33]3[cH:34][n:35][cH:36][n:37][cH:38]3)[cH:30][cH:31][cH:32]2)[CH2:25][C:24](=[O:40])[NH:23][c:9]2[c:8]1[cH:13][c:12]([N:14]([CH2:15][CH2:16][CH3:17])[CH3:18])[c:11]([C:19]([F:20])([F:21])[F:22])[cH:10]2. Reactants: CCCN(C)c1cc(NC(=O)OC(C)(C)C)c(NC(=O)CC(=O)c2cccc(-c3cncnc3)c2)cc1C(F)(F)F, ClCCl, O=C(O)C(F)(F)F. Reactants: CC1=C(C(N(CO1)C(C(CC(=O)OCC)=O)(C)C)=O)C1=CC=CC=C1 (ethyl 4-(2,3-dihydro-6-methyl-4-oxo-5-phenyl-4H-1,3-oxazin-3-yl)-4-methyl-3-oxo-pentanoate), ICCCCI (1,4-diiodobutane), C([O-])([O-])=O.[K+].[K+] (potassium carbonate), CCOCC (ether). The solvent is CS(=O)C (dimethylsulphoxide). The product is CC1=C(C(N(CO1)C(C(C(C(=O)OCC)CCCCI)=O)(C)C)=O)C1=CC=CC=C1 (ethyl 4-(2,3-dihydro-6-methyl-4-oxo-5-phenyl-4H-1,3-oxazin-3-yl)-2-(4'-iodobutyl)-4-methyl-3-oxo-pentanoate). Reaction SMILES: [CH3:1][C:2]1[O:7][CH2:6][N:5]([C:8]([CH3:18])([CH3:17])[C:9](=[O:16])[CH2:10][C:11]([O:13][CH2:14][CH3:15])=[O:12])[C:4](=[O:19])[C:3]=1[C:20]1[CH:25]=[CH:24][CH:23]=[CH:22][CH:21]=1.[I:26][CH2:27][CH2:28][CH2:29][CH2:30]I.C(=O)([O-])[O-].[K+].[K+].CCOCC>CS(C)=O>[CH3:1][C:2]1[O:7][CH2:6][N:5]([C:8]([CH3:17])([CH3:18])[C:9](=[O:16])[CH:10]([CH2:30][CH2:29][CH2:28][CH2:27][I:26])[C:11]([O:13][CH2:14][CH3:15])=[O:12])[C:4](=[O:19])[C:3]=1[C:20]1[CH:25]=[CH:24][CH:23]=[CH:22][CH:21]=1 |f:2.3.4|. Procedure details: A mixture of ethyl 4-(2,3-dihydro-6-methyl-4-oxo-5-phenyl-4H-1,3-oxazin-3-yl)-4-methyl-3-oxo-pentanoate (0.5 g), 1,4-diiodobutane(0.23 ml) and potassium carbonate(1.0 g) was stirred in dimethylsulphoxide at 20° C. for 12 hours. The mixture was diluted (ether), washed (brine), dried (MgSO4), evaporated and the residue purified by column chromatography (ethyl acetate/hexane 1:3) to give ethyl 4-(2,3-dihydro-6-methyl-4-oxo-5-phenyl-4H-1,3-oxazin-3-yl)-2-(4'-iodobutyl)-4-methyl-3-oxo-pentanoate (Com...